From a dataset of the Open Reaction Database (ORD), a public repository of structured organic reaction records. describe an organic reaction: reactants, conditions, products, and yield Reactants: ClC1=CC=C(C=C1)C(CCN(CCCCCCN)C)C1=NC=CC=C1 (N-[3-(4-chlorophenyl)-3-(2-pyridyl)propyl]-N-methyl-1,6-hexanediamine), C(#N)NC(OC1=CC=CC=C1)=NCCSCC=1N=C(SC1)NC(=N)N (N-cyano-N'-[2-[[(2-guanidino-4-thiazolyl)methyl]thio]ethyl]-O-phenyl-isourea). The solvent is C(C)(=O)OCC.CO (ethyl acetate methanol). Yields the product ClC1=CC=C(C=C1)C(CCN(C)CCCCCCNC(=NCCSCC=1N=C(SC1)NC(=N)N)NC#N)C1=NC=CC=C1 (N-[6-[N-[3-(4-chlorophenyl)-3-(2-pyridyl)propyl]-N-methylamino]hexyl]-N'-cyano-N"-[2-[[(2-guanidino-4-thiazolyl)methyl]thio]ethyl]guanidine). Reaction SMILES: [Cl:1][C:2]1[CH:7]=[CH:6][C:5]([CH:8]([C:20]2[CH:25]=[CH:24][CH:23]=[CH:22][N:21]=2)[CH2:9][CH2:10][N:11]([CH3:19])[CH2:12][CH2:13][CH2:14][CH2:15][CH2:16][CH2:17][NH2:18])=[CH:4][CH:3]=1.[C:26]([NH:28][C:29](=[N:37][CH2:38][CH2:39][S:40][CH2:41][C:42]1[N:43]=[C:44]([NH:47][C:48]([NH2:50])=[NH:49])[S:45][CH:46]=1)OC1C=CC=CC=1)#[N:27]>C(OCC)(=O)C.CO>[Cl:1][C:2]1[CH:7]=[CH:6][C:5]([CH:8]([C:20]2[CH:25]=[CH:24][CH:23]=[CH:22][N:21]=2)[CH2:9][CH2:10][N:11]([CH2:12][CH2:13][CH2:14][CH2:15][CH2:16][CH2:17][NH:18][C:29]([NH:28][C:26]#[N:27])=[N:37][CH2:38][CH2:39][S:40][CH2:41][C:42]2[N:43]=[C:44]([NH:47][C:48]([NH2:50])=[NH:49])[S:45][CH:46]=2)[CH3:19])=[CH:4][CH:3]=1 |f:2.3|. Reported procedure: Preparation is effected analogously to Example 1, using 0.5 g (1.4 mmol) of N-[3-(4-chlorophenyl)-3-(2-pyridyl)propyl]-N-methyl-1,6-hexanediamine and 0.52 g (1.4 mmol) of N-cyano-N'-[2-[[(2-guanidino-4-thiazolyl)methyl]thio]ethyl]-O-phenyl-isourea as starting materials. Working up by chromatography (eluant: methylene chloride/methanol 95+5) analogously to Example 1 yields the purified title compound in the form of a dry foam; MS (+FAB method): m/z (rel. int.[%])=641 ([M+H]+, 5), 230 (47), 154 (1... Reactants: NC1=NNC=C1C1=CC=C(C=C1)SC1=CC=CC=C1 (3-amino-4-(4-phenylthiophenyl)pyrazole), Cl (hydrochloric acid), [H-].[Na+] (sodium hydride), C(=O)OCC (ethyl formate), C1(=CC=CC=C1)CC(=O)OCC (ethyl phenylacetate). Solvent: O (water), O1CCCC1 (tetrahydrofuran). Reaction conditions: time 19 hour. The product is OC1=C(C=NC=2N1N=CC2C2=CC=C(C=C2)SC2=CC=CC=C2)C2=CC=CC=C2 (7-Hydroxy-6-phenyl-3-(4-phenylthiophenyl)pyrazolo[1,5-a]pyrimidine). Reaction SMILES: [H-].[Na+].[CH:3](OCC)=O.[C:8]1([CH2:14][C:15]([O:17]CC)=O)[CH:13]=[CH:12][CH:11]=[CH:10][CH:9]=1.[NH2:20][C:21]1[C:25]([C:26]2[CH:31]=[CH:30][C:29]([S:32][C:33]3[CH:38]=[CH:37][CH:36]=[CH:35][CH:34]=3)=[CH:28][CH:27]=2)=[CH:24][NH:23][N:22]=1.Cl>O.O1CCCC1>[OH:17][C:15]1[N:22]2[N:23]=[CH:24][C:25]([C:26]3[CH:27]=[CH:28][C:29]([S:32][C:33]4[CH:38]=[CH:37][CH:36]=[CH:35][CH:34]=4)=[CH:30][CH:31]=3)=[C:21]2[N:20]=[CH:3][C:14]=1[C:8]1[CH:9]=[CH:10][CH:11]=[CH:12][CH:13]=1 |f:0.1|. Procedure details: To tetrahydrofuran suspension of 480 mg of 60% sodium hydride, 2 ml of ethyl formate and 1.64 g of ethyl phenylacetate were added in nitrogen atmosphere, and stirred for 19 hours at room temperature. Adding 1.0 g of 3-amino-4-(4-phenylthiophenyl)pyrazole, the mixture was stirred for 4 hours under reflux. After allowing to cool, water and 10% hydrochloric acid was added. The solution obtained was extracted with ethyl acetate. After washing with water, the organic layer was dried over anhydrous so... Starting materials: O=C([O-])C(O)C(O)C(=O)[O-], CCCCC=O, ClCCl, CC(C)(C)OC(=O)NC(C=O)Cc1cc(F)cc(F)c1, [Na+], [Na+], [Zn]. Yields the product CCCCC(O)C(O)C(Cc1cc(F)cc(F)c1)NC(=O)OC(C)(C)C. RXN SMILES: [C:27]([CH:28]([CH:29]([C:30]([O-:31])=[O:32])[OH:33])[OH:34])([O-:35])=[O:36].[CH:1]([CH2:2][CH2:3][CH2:4][CH3:5])=[O:6].[Cl:39][CH2:40][Cl:41].[F:7][c:8]1[cH:9][c:10]([CH2:11][CH:12]([CH:13]=[O:14])[NH:15][C:16]([O:17][C:18]([CH3:19])([CH3:20])[CH3:21])=[O:22])[cH:23][c:24]([F:26])[cH:25]1.[Na+:37].[Na+:38].[Zn:42]>>[CH:1]([CH2:2][CH2:3][CH2:4][CH3:5])([OH:6])[CH:13]([CH:12]([CH2:11][c:10]1[cH:9][c:8]([F:7])[cH:25][c:24]([F:26])[cH:23]1)[NH:15][C:16]([O:17][C:18]([CH3:19])([CH3:20])[CH3:21])=[O:22])[OH:14]. The solvent is C(Cl)(Cl)Cl (chloroform). Procedure: In a flame-dried flask, manganese (IV) oxide (36.0 g, 414 mmol) was azeotropically dried with toluene. Then, a solution of (3-methyl-4,5-dinitrophenyl)methanol (3.2 g, 15 mmol) in chloroform (100 mL) was transferred to the flask containing the manganese dioxide. The reaction mixture was heated at 50° C. with stirring for 3 h. Upon completion of the reaction, the reaction mixture was filtered through a pad of Celite® to remove manganese dioxide and the Celite was washed with chloroform several ti... Starting materials: C1(=CC=CC=C1)C (toluene), CC=1C=C(C=C(C1[N+](=O)[O-])[N+](=O)[O-])CO ((3-methyl-4,5-dinitrophenyl)methanol). Reagents/catalysts: [O-2].[Mn+4].[O-2] (manganese (IV) oxide), [O-2].[O-2].[Mn+4] (manganese dioxide). The product is CC=1C=C(C=O)C=C(C1[N+](=O)[O-])[N+](=O)[O-] (3-Methyl-4,5-dinitrobenzaldehyde). Yield: 44.4%. Reaction conditions: temperature 50 celsius, time 3 hour. As a reaction SMILES: C1(C)C=CC=CC=1.[CH3:8][C:9]1[CH:10]=[C:11]([CH2:21][OH:22])[CH:12]=[C:13]([N+:18]([O-:20])=[O:19])[C:14]=1[N+:15]([O-:17])=[O:16]>C(Cl)(Cl)Cl.[O-2].[Mn+4].[O-2]>[CH3:8][C:9]1[CH:10]=[C:11]([CH:12]=[C:13]([N+:18]([O-:20])=[O:19])[C:14]=1[N+:15]([O-:17])=[O:16])[CH:21]=[O:22] |f:3.4.5|. Starting materials: C1(=CC=CC=C1)S(=O)(=O)N1C=C(C=2C1=NC=CC2)CC=2C=CC(=NC2)NC(=O)NC2=CC(=CC=C2)F (1-[5-(1-benzenesulfonyl-1H-pyrrolo[2,3-b]pyridin-3-ylmethyl)-pyridin-2-yl]-3-(3-fluoro-phenyl)-urea), [F-].C(CCC)[N+](CCCC)(CCCC)CCCC (tetrabutylammonium fluoride), trihydrate, O (water). Solvent: O1CCCC1 (tetrahydrofuran). Conditions: time 5 hour. The product is FC=1C=C(C=CC1)NC(=O)NC1=NC=C(C=C1)CC1=CNC2=NC=CC=C21 (1-(3-Fluoro-phenyl)-3-[5-(1H-pyrrolo[2,3-b]pyridin-3-ylmethyl)-pyridin-2-yl]-urea). Reaction SMILES: C1(S([N:10]2[C:14]3=[N:15][CH:16]=[CH:17][CH:18]=[C:13]3[C:12]([CH2:19][C:20]3[CH:21]=[CH:22][C:23]([NH:26][C:27]([NH:29][C:30]4[CH:35]=[CH:34][CH:33]=[C:32]([F:36])[CH:31]=4)=[O:28])=[N:24][CH:25]=3)=[CH:11]2)(=O)=O)C=CC=CC=1.[F-].C([N+](CCCC)(CCCC)CCCC)CCC.O>O1CCCC1>[F:36][C:32]1[CH:31]=[C:30]([NH:29][C:27]([NH:26][C:23]2[CH:22]=[CH:21][C:20]([CH2:19][C:12]3[C:13]4[C:14](=[N:15][CH:16]=[CH:17][CH:18]=4)[NH:10][CH:11]=3)=[CH:25][N:24]=2)=[O:28])[CH:35]=[CH:34][CH:33]=1 |f:1.2|. Reported procedure: To 1-[5-(1-benzenesulfonyl-1H-pyrrolo[2,3-b]pyridin-3-ylmethyl)-pyridin-2-yl]-3-(3-fluoro-phenyl)-urea (605, 0.100 g, 0.20 mmol) in tetrahydrofuran (10.0 mL) was added tetrabutylammonium fluoride, trihydrate (0.240 g, 0.76 mmol). The reaction was stirred at room temperature for 5 hours, then poured into water, and extracted with ethyl acetate. The organic layer was dried over anhydrous sodium sulfate, and filtered. The filtrate was concentrated and purified by silica gel column chromatography el...